Dataset: the Open Reaction Database (ORD), a public repository of structured organic reaction records. Task: describe an organic reaction: reactants, conditions, products, and yield The reactants are C=C(C)OC(C)=O, COC(=O)C1CSC(C)C1=O, Cc1ccc(S(=O)(=O)O)cc1. Product: COC(=O)C1=C(OC(C)=O)C(C)SC1. RXN SMILES: [C:23]([CH3:24])(=[O:25])[O:26][C:27]([CH3:28])=[CH2:29].[O:1]=[C:2]1[CH:3]([C:8](=[O:9])[O:10][CH3:11])[CH2:4][S:5][CH:6]1[CH3:7].[c:12]1([CH3:13])[cH:14][cH:15][c:16]([S:17]([OH:18])(=[O:19])=[O:20])[cH:21][cH:22]1>>[O:1]([C:2]1=[C:3]([C:8](=[O:9])[O:10][CH3:11])[CH2:4][S:5][CH:6]1[CH3:7])[C:23]([CH3:24])=[O:25]. The reactants are C1(CC1)NC(C1=CC(=C(C(=C1)C=1C=C2C(=CN(C(C2=CC1)=O)CC(CO)(C)C)C=O)C)F)=O (N-cyclopropyl-3-fluoro-5-[4-formyl-2-(3-hydroxy-2,2-dimethylpropyl)-1-oxo-1,2-dihydroisoquinolin-6-yl]-4-methylbenzamide), C(C)(C)(C)[Si](Cl)(C)C (tert-butyldimethylchlorosilane), N1C=NC=C1 (imidazole), C(C)(C)(C)[Si](Cl)(C)C (tert-butyldimethylchlorosilane). The solvent is CN(C)C=O (DMF), O (water). As a reaction SMILES: [CH:1]1([NH:4][C:5](=[O:33])[C:6]2[CH:11]=[C:10]([C:12]3[CH:13]=[C:14]4[C:19](=[CH:20][CH:21]=3)[C:18](=[O:22])[N:17]([CH2:23][C:24]([CH3:28])([CH3:27])[CH2:25][OH:26])[CH:16]=[C:15]4[CH:29]=[O:30])[C:9]([CH3:31])=[C:8]([F:32])[CH:7]=2)[CH2:3][CH2:2]1.[C:34]([Si:38]([CH3:41])([CH3:40])Cl)([CH3:37])([CH3:36])[CH3:35].N1C=CN=C1>CN(C=O)C.O>[Si:38]([O:26][CH2:25][C:24]([CH3:27])([CH3:28])[CH2:23][N:17]1[CH:16]=[C:15]([CH:29]=[O:30])[C:14]2[C:19](=[CH:20][CH:21]=[C:12]([C:10]3[CH:11]=[C:6]([CH:7]=[C:8]([F:32])[C:9]=3[CH3:31])[C:5]([NH:4][CH:1]3[CH2:3][CH2:2]3)=[O:33])[CH:13]=2)[C:18]1=[O:22])([C:34]([CH3:37])([CH3:36])[CH3:35])([CH3:41])[CH3:40]. Procedure: A solution of N-cyclopropyl-3-fluoro-5-[4-formyl-2-(3-hydroxy-2,2-dimethylpropyl)-1-oxo-1,2-dihydroisoquinolin-6-yl]-4-methylbenzamide (Example 26e, 14.54 g) in DMF (120 mL) was treated with tert-butyldimethylchlorosilane (4.86 g) and imidazole (2.19 g) under nitrogen. The resulting mixture was stirred at room temperature for 1 h. More tert-butyldimethylchlorosilane (1.2 g) was added and the reaction mixture stirred at room temperature for 30 min, diluted with water (300 mL) and extracted with D... Product: [Si](C)(C)(C(C)(C)C)OCC(CN1C(C2=CC=C(C=C2C(=C1)C=O)C=1C=C(C(=O)NC2CC2)C=C(C1C)F)=O)(C)C (3-[2-(3-{[tert-Butyl(dimethyl)silyl]oxy}-2,2-dimethylpropyl)-4-formyl-1-oxo-1,2-dihydroisoquinolin-6-yl]-N-cyclopropyl-5-fluoro-4-methylbenzamide). Conditions: time 1 hour. Yield: 83.5%.